Dataset: the Open Reaction Database (ORD), a public repository of structured organic reaction records. Task: describe an organic reaction: reactants, conditions, products, and yield Starting materials: CC1=C(N)C(=CC(=C1)B1OC(C(O1)(C)C)(C)C)C (2,6-dimethyl-4-(4,4,5,5-tetramethyl-1,3,2-dioxaborolan-2-yl)aniline), aqueous solution, ClC1=CC(N(C=N1)C)=O (6-chloro-3-methylpyrimidin-4(3H)-one), C(=O)([O-])[O-].[Na+].[Na+] (Na2CO3). Solvent: CN(C=O)C (N,N-dimethylformamide). Conditions: temperature 65 celsius, time 12 hour. Yields the product NC1=C(C=C(C=C1C)C1=CC(N(C=N1)C)=O)C (6-(4-Amino-3,5-dimethylphenyl)-3-methylpyrimidin-4(3H)-one). Reaction SMILES: [CH3:1][C:2]1[CH:8]=[C:7](B2OC(C)(C)C(C)(C)O2)[CH:6]=[C:5]([CH3:18])[C:3]=1[NH2:4].Cl[C:20]1[N:25]=[CH:24][N:23]([CH3:26])[C:22](=[O:27])[CH:21]=1.C([O-])([O-])=O.[Na+].[Na+]>CN(C)C=O>[NH2:4][C:3]1[C:5]([CH3:18])=[CH:6][C:7]([C:20]2[N:25]=[CH:24][N:23]([CH3:26])[C:22](=[O:27])[CH:21]=2)=[CH:8][C:2]=1[CH3:1] |f:2.3.4|. Procedure: In a microwave vial 2,6-dimethyl-4-(4,4,5,5-tetramethyl-1,3,2-dioxaborolan-2-yl)aniline (5.6 g) and 6-chloro-3-methylpyrimidin-4(3H)-one (3 g) are suspended in N,N-dimethylformamide (30 mL) and Na2CO3 (26 mL of a 2M aqueous solution). The mixture is purged for 5 minutes with argon. [1,1′-Bis(diphenylphosphino)-ferrocene]-dichloropalladium dichloromethane complex (508 mg) is added, the vial is sealed and the mixture is stirred at 65° C. for 12 hours. After cooling to room temperature the mixture ... Starting materials: ClC=1C=C(C(=O)OO)C=CC1 (3-chloroperoxy-benzoic acid), C(C)(C)OC1=C2C(C(=C(NC2=CC=N1)CSC1=CC=CC=C1)C(=O)OCC)C1=C(C=CC=C1)C(F)(F)F (ethyl (±)-1,4-dihydro-5-isopropoxy-2-phenylthiomethyl-4-(2-trifluoromethylphenyl)-1,6-naphthyridine-3-carboxylate), C(O)([O-])=O.[Na+] (sodium hydrogen carbonate). The solvent is ClCCl (dichloromethane). Conditions: time 10 minute. Yields the product C(C)(C)OC1=C2C(C(=C(NC2=CC=N1)CS(=O)C1=CC=CC=C1)C(=O)OCC)C1=C(C=CC=C1)C(F)(F)F (ethyl (±)-1,4-dihydro-5-isopropoxy-2-phenylsulphinylmethyl-4-(2-trifluoromethylphenyl)-1,6-naphthyridine-3-carboxylate). As a reaction SMILES: [CH:1]([O:4][C:5]1[N:14]=[CH:13][CH:12]=[C:11]2[C:6]=1[CH:7]([C:28]1[CH:33]=[CH:32][CH:31]=[CH:30][C:29]=1[C:34]([F:37])([F:36])[F:35])[C:8]([C:23]([O:25][CH2:26][CH3:27])=[O:24])=[C:9]([CH2:15][S:16][C:17]1[CH:22]=[CH:21][CH:20]=[CH:19][CH:18]=1)[NH:10]2)([CH3:3])[CH3:2].ClC1C=C(C=CC=1)C(OO)=[O:43].C(=O)([O-])O.[Na+]>ClCCl>[CH:1]([O:4][C:5]1[N:14]=[CH:13][CH:12]=[C:11]2[C:6]=1[CH:7]([C:28]1[CH:33]=[CH:32][CH:31]=[CH:30][C:29]=1[C:34]([F:35])([F:36])[F:37])[C:8]([C:23]([O:25][CH2:26][CH3:27])=[O:24])=[C:9]([CH2:15][S:16]([C:17]1[CH:22]=[CH:21][CH:20]=[CH:19][CH:18]=1)=[O:43])[NH:10]2)([CH3:2])[CH3:3] |f:2.3|. Procedure details: A solution of 1.0 g (1.9 mMole) ethyl (±)-1,4-dihydro-5-isopropoxy-2-phenylthiomethyl-4-(2-trifluoromethylphenyl)-1,6-naphthyridine-3-carboxylate (Example 3.d) in 30 ml dichloromethane is cooled to 0° C. and 0.4 g (2.1 mMole) 3-chloroperoxy-benzoic acid (90%) is added portionwise thereto. After 10 minutes at 0° C., an aqueous solution of sodium hydrogen carbonate is added dropwise thereto and the organic phase is separated off, washed with water and dried over anhydrous sodium sulphate. After di... The reactants are C(C1=CC=CC=C1)NC1CC2=CC(=C(C=C2CC1)OC)OC (2-benzylamino-6,7-dimethoxy-1,2,3,4-tetrahydronaphthalene), COC1=CC2=C(CC(N(CC2)CCCCl)=O)C=C1OC (1-(7,8-dimethoxy-1,3,4,5-tetra hydro-2H-3-benzazepin-2-on-3-yl)-3-chloropropane). Solvent: C(Cl)Cl (methylene chloride). Yields the product COC1=CC2=C(CC(N(CC2)CCCN(C2CC3=CC(=C(C=C3CC2)OC)OC)CC2=CC=CC=C2)=O)C=C1OC (1-[7,8-Dimethoxy-1,3,4,5-tetrahydro-2H-3-benzazepin-2-on-3-yl]-3-[N-benzyl-N-(6,7-dimethoxy-1,2,3,4-tetrahydronaphth-2-yl)-amino]-propane). Reaction SMILES: [CH2:1]([NH:8][CH:9]1[CH2:18][CH2:17][C:16]2[C:11](=[CH:12][C:13]([O:21][CH3:22])=[C:14]([O:19][CH3:20])[CH:15]=2)[CH2:10]1)[C:2]1[CH:7]=[CH:6][CH:5]=[CH:4][CH:3]=1.[CH3:23][O:24][C:25]1[C:40]([O:41][CH3:42])=[CH:39][C:28]2[CH2:29][C:30](=[O:38])[N:31]([CH2:34][CH2:35][CH2:36]Cl)[CH2:32][CH2:33][C:27]=2[CH:26]=1>C(Cl)Cl>[CH3:23][O:24][C:25]1[C:40]([O:41][CH3:42])=[CH:39][C:28]2[CH2:29][C:30](=[O:38])[N:31]([CH2:34][CH2:35][CH2:36][N:8]([CH2:1][C:2]3[CH:3]=[CH:4][CH:5]=[CH:6][CH:7]=3)[CH:9]3[CH2:18][CH2:17][C:16]4[C:11](=[CH:12][C:13]([O:21][CH3:22])=[C:14]([O:19][CH3:20])[CH:15]=4)[CH2:10]3)[CH2:32][CH2:33][C:27]=2[CH:26]=1. Procedure: The title compound is prepared analogously to Example 1 by reacting 2-benzylamino-6,7-dimethoxy-1,2,3,4-tetrahydronaphthalene with 1-(7,8-dimethoxy-1,3,4,5-tetra hydro-2H-3-benzazepin-2-on-3-yl)-3-chloropropane. IR spectrum (methylene chloride): 1645 cm-1 (C=O). Reactants: NC1=CN=CC(=N1)Cl (6-AMINO-2-CHLOROPYRAZINE), C[S-].[Na+] (SODIUM THIOMETHOXIDE). Solvent: CN(C)C=O (DMF). Reaction conditions: temperature 100 celsius. Product: NC1=CN=CC(=N1)SC (6-AMINO-2-METHYLTHIOPYRAZINE). Reaction SMILES: [NH2:1][C:2]1[N:7]=[C:6](Cl)[CH:5]=[N:4][CH:3]=1.[CH3:9][S-:10].[Na+]>CN(C=O)C>[NH2:1][C:2]1[N:7]=[C:6]([S:10][CH3:9])[CH:5]=[N:4][CH:3]=1 |f:1.2|. Reported procedure: A MIXTURE OF 6-AMINO-2-CHLOROPYRAZINE (5.2 G, 40 MMOL) AND SODIUM THIOMETHOXIDE (3.3 G, 47 MMOL) IN DRY DMF (30 ML) WERE HEATED IN A SEALED TUBE AT 100°C. FOR 16 H. THE REACTION WAS COOLED AND PARTITIONED BETWEEN WATER AND METHYLENE CHLORIDE. THE ORGANIC LAYER WAS DRIED (NA2SO4) AND EVAPORATED IN VACUO TO GIVE THE TITLE COMPOUND AS A CRYSTALLINE SOLID: Reactants: CC(O)c1ccc(C(C)(C)C)cc1, Clc1ncnc2ccccc12, [H-], [Na+], CN(C)C=O. Product: CC(Oc1ncnc2ccccc12)c1ccc(C(C)(C)C)cc1. Reaction SMILES: [C:3]([CH3:4])([CH3:5])([CH3:6])[c:7]1[cH:8][cH:9][c:10]([CH:13]([CH3:14])[OH:15])[cH:11][cH:12]1.[Cl:16][c:17]1[n:18][cH:19][n:20][c:21]2[cH:22][cH:23][cH:24][cH:25][c:26]12.[H-:1].[Na+:2].[O:27]=[CH:28][N:29]([CH3:30])[CH3:31]>>[C:3]([CH3:4])([CH3:5])([CH3:6])[c:7]1[cH:8][cH:9][c:10]([CH:13]([CH3:14])[O:15][c:17]2[n:18][cH:19][n:20][c:21]3[cH:22][cH:23][cH:24][cH:25][c:26]23)[cH:11][cH:12]1. Reactants: ClCCl, Fc1ccc(CBr)c(F)c1, Nc1ncccc1O, [Na+], [OH-], O. The product is Nc1ncccc1OCc1ccc(F)cc1F. Reaction SMILES: [Cl:9][CH2:10][Cl:11].[F:14][c:15]1[c:16]([CH2:17][Br:18])[cH:19][cH:20][c:21]([F:23])[cH:22]1.[NH2:1][c:2]1[n:3][cH:4][cH:5][cH:6][c:7]1[OH:8].[Na+:13].[OH-:12].[OH2:24]>>[NH2:1][c:2]1[n:3][cH:4][cH:5][cH:6][c:7]1[O:8][CH2:17][c:16]1[c:15]([F:14])[cH:22][c:21]([F:23])[cH:20][cH:19]1. Isolated yield 91.4%. The reagents and catalysts are [Pd].C1(=CC=CC=C1)P(C1=CC=CC=C1)C1=CC=CC=C1.C1(=CC=CC=C1)P(C1=CC=CC=C1)C1=CC=CC=C1.C1(=CC=CC=C1)P(C1=CC=CC=C1)C1=CC=CC=C1.C1(=CC=CC=C1)P(C1=CC=CC=C1)C1=CC=CC=C1 (tetrakis(triphenylphosphine) palladium(0)). The product is O1CCC2=C1C=CC(=C2)C2=NC(=NC(=C2C(C(=O)OC)CCC)C)C2=CC=CC=C2 (Methyl 2-(4-(2,3-dihydrobenzofuran-5-yl)-6-methyl-2-phenylpyrimidin-5-yl)pentanoate). Starting materials: ClC1=NC(=NC(=C1C(C(=O)OC)CCC)C)C1=CC=CC=C1 (methyl 2-(4-chloro-6-methyl-2-phenylpyrimidin-5-yl)pentanoate), C(C)(C)N(C(C)C)CC (N,N-diisopropylethylamine), O1CCC2=C1C=CC(=C2)B(O)O (2,3-dihydrobenzofuran-5-ylboronic acid). Procedure: This compound was prepared according to general method E from methyl 2-(4-chloro-6-methyl-2-phenylpyrimidin-5-yl)pentanoate (0.159 g; 0.5 mmol), tetrakis(triphenylphosphine) palladium(0) (0.058 mg; 0.05 mmol), N,N-diisopropylethylamine (0.345 mL; 2 mmol) and 2,3-dihydrobenzofuran-5-ylboronic acid (0.246 g; 1.5 mmol) in DME-water (2 mL) for 30 min. Purification by flash-chromatography on silica gel using a gradient of ethyl acetate (2-40%) in heptane furnished 0.184 g (91%) of the title compound. The solvent is COCCOC.O (DME water). As a reaction SMILES: Cl[C:2]1[C:7]([CH:8]([CH2:13][CH2:14][CH3:15])[C:9]([O:11][CH3:12])=[O:10])=[C:6]([CH3:16])[N:5]=[C:4]([C:17]2[CH:22]=[CH:21][CH:20]=[CH:19][CH:18]=2)[N:3]=1.C(N(CC)C(C)C)(C)C.[O:32]1[C:36]2[CH:37]=[CH:38][C:39](B(O)O)=[CH:40][C:35]=2[CH2:34][CH2:33]1>COCCOC.O.[Pd].C1(P(C2C=CC=CC=2)C2C=CC=CC=2)C=CC=CC=1.C1(P(C2C=CC=CC=2)C2C=CC=CC=2)C=CC=CC=1.C1(P(C2C=CC=CC=2)C2C=CC=CC=2)C=CC=CC=1.C1(P(C2C=CC=CC=2)C2C=CC=CC=2)C=CC=CC=1>[O:32]1[C:36]2[CH:37]=[CH:38][C:39]([C:2]3[C:7]([CH:8]([CH2:13][CH2:14][CH3:15])[C:9]([O:11][CH3:12])=[O:10])=[C:6]([CH3:16])[N:5]=[C:4]([C:17]4[CH:22]=[CH:21][CH:20]=[CH:19][CH:18]=4)[N:3]=3)=[CH:40][C:35]=2[CH2:34][CH2:33]1 |f:3.4,5.6.7.8.9|. Reaction SMILES: [CH2:47]([O:49][CH2:48][CH3:50])[CH3:51].[CH3:41][CH2:42][CH2:43][CH2:44][CH2:45][CH3:46].[CH3:52][C:53](=[O:54])[CH3:55].[Cl:1][C:2]([C:3](=[O:4])[c:5]1[cH:6][cH:7][c:8]2[n:14]1[CH2:13][c:12]1[c:11]([cH:18][cH:17][cH:16][cH:15]1)[N:10]([C:19](=[O:20])[c:21]1[c:22]([O:34][CH3:35])[cH:23][c:24](-[c:27]3[c:28]([CH3:33])[cH:29][cH:30][cH:31][cH:32]3)[cH:25][cH:26]1)[CH2:9]2)([Cl:36])[Cl:37].[ClH:40].[Na+:39].[OH-:38]>>[C:3]([OH:4])([c:5]1[cH:6][cH:7][c:8]2[n:14]1[CH2:13][c:12]1[c:11]([cH:18][cH:17][cH:16][cH:15]1)[N:10]([C:19](=[O:20])[c:21]1[c:22]([O:34][CH3:35])[cH:23][c:24](-[c:27]3[c:28]([CH3:33])[cH:29][cH:30][cH:31][cH:32]3)[cH:25][cH:26]1)[CH2:9]2)=[O:49]. The reactants are CCOCC, CCCCCC, CC(C)=O, COc1cc(-c2ccccc2C)ccc1C(=O)N1Cc2ccc(C(=O)C(Cl)(Cl)Cl)n2Cc2ccccc21, Cl, [Na+], [OH-]. Product: COc1cc(-c2ccccc2C)ccc1C(=O)N1Cc2ccc(C(=O)O)n2Cc2ccccc21.